Task: describe an organic reaction: reactants, conditions, products, and yield. Dataset: the Open Reaction Database (ORD), a public repository of structured organic reaction records Starting materials: OCCN(C(C1=CC=CC=C1)=O)CCO (N,N-bis(2-hydroxyethyl)benzamide), C(CCCCCCCCCCC\C=C/CCCCCCCC)(=O)Cl (erucoyl chloride). Yields the product C(CCCCCCCCCCC\C=C/CCCCCCCC)(=O)OCCN(C(C1=CC=CC=C1)=O)CCOC(CCCCCCCCCCC\C=C/CCCCCCCC)=O (N,N-bis(2-erucoyloxyethyl)benzamide). As a reaction SMILES: [OH:1][CH2:2][CH2:3][N:4]([CH2:13][CH2:14][OH:15])[C:5](=[O:12])[C:6]1[CH:11]=[CH:10][CH:9]=[CH:8][CH:7]=1.[C:16](Cl)(=[O:38])[CH2:17][CH2:18][CH2:19][CH2:20][CH2:21][CH2:22][CH2:23][CH2:24][CH2:25][CH2:26][CH2:27]/[CH:28]=[CH:29]\[CH2:30][CH2:31][CH2:32][CH2:33][CH2:34][CH2:35][CH2:36][CH3:37]>>[C:16]([O:1][CH2:2][CH2:3][N:4]([CH2:13][CH2:14][O:15][C:16](=[O:38])[CH2:17][CH2:18][CH2:19][CH2:20][CH2:21][CH2:22][CH2:23][CH2:24][CH2:25][CH2:26][CH2:27]/[CH:28]=[CH:29]\[CH2:30][CH2:31][CH2:32][CH2:33][CH2:34][CH2:35][CH2:36][CH3:37])[C:5](=[O:12])[C:6]1[CH:7]=[CH:8][CH:9]=[CH:10][CH:11]=1)(=[O:38])[CH2:17][CH2:18][CH2:19][CH2:20][CH2:21][CH2:22][CH2:23][CH2:24][CH2:25][CH2:26][CH2:27]/[CH:28]=[CH:29]\[CH2:30][CH2:31][CH2:32][CH2:33][CH2:34][CH2:35][CH2:36][CH3:37]. Reported procedure: N,N-bis(2-erucoyloxyethyl)benzamid was prepared by the procedure of example 1 from 19.5 gms. (0.1 mole) of N,N-bis(2-hydroxyethyl)benzamide and 71 gms. (0.2 mole) of erucoyl chloride. The structure of the final product was characterized on the basis of IR and NMR spectral analyses as described in example 1. Reactants: CCOC(=O)C(CCNC(=O)OCc1ccccc1)NC(C)C(=O)C1NC(C(=O)O)Cc2ccccc21, CO. The product is CCOC(=O)C(CCN)NC(C)C(=O)C1NC(C(=O)O)Cc2ccccc21. Reaction SMILES: [C:1](=[O:2])([O:3][CH2:4][CH3:5])[CH:6]([CH2:7][CH2:8][NH:9][C:10]([O:11][CH2:12][c:13]1[cH:14][cH:15][cH:16][cH:17][cH:18]1)=[O:19])[NH:20][CH:21]([CH3:22])[C:23](=[O:24])[CH:25]1[NH:26][CH:27]([C:35](=[O:36])[OH:37])[CH2:28][c:29]2[cH:30][cH:31][cH:32][cH:33][c:34]21.[CH3:38][OH:39]>>[C:1](=[O:2])([O:3][CH2:4][CH3:5])[CH:6]([CH2:7][CH2:8][NH2:9])[NH:20][CH:21]([CH3:22])[C:23](=[O:24])[CH:25]1[NH:26][CH:27]([C:35](=[O:36])[OH:37])[CH2:28][c:29]2[cH:30][cH:31][cH:32][cH:33][c:34]21. The reactants are CC(C)(C)OC(=O)COCCCCSc1cnc(-c2ccccc2)c(-c2ccccc2)n1, ClC(Cl)Cl, O=C(OO)c1cccc(Cl)c1, [Na+], [OH-]. Product: CC(C)(C)OC(=O)COCCCCS(=O)c1cnc(-c2ccccc2)c(-c2ccccc2)n1. RXN SMILES: [C:1]([CH3:2])([CH3:3])([CH3:4])[O:5][C:6]([CH2:7][O:8][CH2:9][CH2:10][CH2:11][CH2:12][S:13][c:14]1[n:15][c:16](-[c:26]2[cH:27][cH:28][cH:29][cH:30][cH:31]2)[c:17](-[c:20]2[cH:21][cH:22][cH:23][cH:24][cH:25]2)[n:18][cH:19]1)=[O:32].[CH:46]([Cl:47])([Cl:48])[Cl:49].[Cl:33][c:34]1[cH:35][c:36]([C:41](=[O:38])[O:42][OH:43])[cH:37][cH:39][cH:40]1.[Na+:45].[OH-:44]>>[C:1]([CH3:2])([CH3:3])([CH3:4])[O:5][C:6]([CH2:7][O:8][CH2:9][CH2:10][CH2:11][CH2:12][S:13]([c:14]1[n:15][c:16](-[c:26]2[cH:27][cH:28][cH:29][cH:30][cH:31]2)[c:17](-[c:20]2[cH:21][cH:22][cH:23][cH:24][cH:25]2)[n:18][cH:19]1)=[O:38])=[O:32].